This data is from the Open Reaction Database (ORD), a public repository of structured organic reaction records. The task is: describe an organic reaction: reactants, conditions, products, and yield The reactants are N(=NC(=O)OCC)C(=O)OCC (diethyl azodicarboxylate), C(#N)C1=C(C=CC=C1)S(=O)(=O)OC=1C=C(OCCCO)C=C(C1)C (3-[3-(2-cyanophenylsulfonyloxy)-5-methylphenoxy]propanol), C1(=CC=CC=C1)P(C1=CC=CC=C1)C1=CC=CC=C1 (triphenylphosphine), ON1C(C=2C(C1=O)=CC=CC2)=O (N-hydroxyphthalimide). Solvent: O1CCCC1 (tetrahydrofuran), O (Water). Run at time 8 hour. Yields the product C(#N)C1=C(C=CC=C1)S(=O)(=O)OC=1C=C(OCCCON2C(C=3C(C2=O)=CC=CC3)=O)C=C(C1)C (N-[3-[3-(2-Cyanophenylsulfonyloxy)-5-methylphenoxy]propoxy]phthalimide). Isolated yield 75.8%. Reaction SMILES: [C:1]([C:3]1[CH:8]=[CH:7][CH:6]=[CH:5][C:4]=1[S:9]([O:12][C:13]1[CH:14]=[C:15]([CH:21]=[C:22]([CH3:24])[CH:23]=1)[O:16][CH2:17][CH2:18][CH2:19][OH:20])(=[O:11])=[O:10])#[N:2].C1(P(C2C=CC=CC=2)C2C=CC=CC=2)C=CC=CC=1.O[N:45]1[C:49](=[O:50])[C:48]2=[CH:51][CH:52]=[CH:53][CH:54]=[C:47]2[C:46]1=[O:55].N(C(OCC)=O)=NC(OCC)=O>O1CCCC1.O>[C:1]([C:3]1[CH:8]=[CH:7][CH:6]=[CH:5][C:4]=1[S:9]([O:12][C:13]1[CH:14]=[C:15]([CH:21]=[C:22]([CH3:24])[CH:23]=1)[O:16][CH2:17][CH2:18][CH2:19][O:20][N:45]1[C:46](=[O:55])[C:47]2=[CH:54][CH:53]=[CH:52][CH:51]=[C:48]2[C:49]1=[O:50])(=[O:11])=[O:10])#[N:2]. Procedure: To a solution of 3-[3-(2-cyanophenylsulfonyloxy)-5-methylphenoxy]propanol (1.04 g, 3.0 mmol), as prepared in the preceding step, triphenylphosphine (1.05 g, 4.0 mmol), and N-hydroxyphthalimide (490 mg, 3.0 mmol) at 0° C. in tetrahydrofuran (20 mL) was added diethyl azodicarboxylate (700 mg, 4.0 mmol). The reaction mixture was stirred overnight. Water (50 mL) was added, the reaction mixture was extracted into ethyl acetate (3×50 mL). The ethyl acetate solution was washed with brine (2×50 mL) and ... Reactants: C(C)(=O)NC(C(=O)OCC)C(=O)OCC (diethyl acetamidomalonate), [Na] (sodium), C(C)(=O)O (Acetic acid), C(C=CC1=CC=CC=C1)=O (Cinnamaldehyde). The solvent is C(C)O (ethanol). Reaction conditions: time 2 hour. The product is C(C)(=O)N1C(C(CC1O)C1=CC=CC=C1)(C(=O)OCC)C(=O)OCC (diethyl 1-acetyl-5-hydroxy-3-phenylpyrrolidine-2,2-dicarboxylate). Isolated yield 96.0%. As a reaction SMILES: [C:1]([NH:4][CH:5]([C:11]([O:13][CH2:14][CH3:15])=[O:12])[C:6]([O:8][CH2:9][CH3:10])=[O:7])(=[O:3])[CH3:2].[Na].[CH:17](=[O:26])[CH:18]=[CH:19][C:20]1[CH:25]=[CH:24][CH:23]=[CH:22][CH:21]=1.C(O)(=O)C>C(O)C>[C:1]([N:4]1[CH:17]([OH:26])[CH2:18][CH:19]([C:20]2[CH:25]=[CH:24][CH:23]=[CH:22][CH:21]=2)[C:5]1([C:11]([O:13][CH2:14][CH3:15])=[O:12])[C:6]([O:8][CH2:9][CH3:10])=[O:7])(=[O:3])[CH3:2] |^1:15|. Procedure details: To a solution of diethyl acetamidomalonate (75.0 g, 345 mmol) in ethanol (375 ml) at 0° C. was added sodium metal (6.9 g, 36 mmol). Cinnamaldehyde (50.0 g, 378 mmol) was added dropwise to the resulting solution. The reaction was warmed to rt and allowed to stir for 2 h. Acetic acid (7 ml) was added, and the solution was concentrated. The residue was dissolved in EtOAc, washed with water and brine, dried over sodium sulfate, filtered, and concentrated in vacuo. The crude solid was triturated with... Reactants: of9,16-dihydroxyhexadecanoic acid, OCCCCCCCCCCCCCCCCCCCCCC(=O)O (22-hydroxydocosanoic acid), OCCCCCCCCC=CCCCCCCCC(=O)O (18-hydroxyoctadec-9-enoic acid), O1C(CCCCCCCC(=O)O)C1CCCCCCCCO (9,10-epoxy-18-hydroxyoctadecanoic acid), OC(CCCCCCCC(=O)O)C(CCCCCCCCO)O (9,10,18-trihydroxyoctadecanoic acid), C(CCCCCCCCCCCCCCCCCCCCC(=O)O)(=O)O (docosandioic acid). The product is C(CCCCCCCC=CCCCCCCCC(=O)O)(=O)O (octadec-9-enedioic acid). As a reaction SMILES: O1[CH:13]([CH2:14][CH2:15][CH2:16][CH2:17][CH2:18][CH2:19][CH2:20][CH2:21][OH:22])[CH:2]1[CH2:3][CH2:4][CH2:5][CH2:6][CH2:7][CH2:8][CH2:9][C:10]([OH:12])=[O:11].[OH:23]C(C(O)CCCCCCCCO)CCCCCCCC(O)=O.OCCCCCCCCCCCCCCCCCCCCCC(O)=O.OCCCCCCCCC=CCCCCCCCC(O)=O.C(O)(=O)CCCCCCCCCCCCCCCCCCCCC(O)=O>>[C:10]([OH:12])(=[O:11])[CH2:9][CH2:8][CH2:7][CH2:6][CH2:5][CH2:4][CH2:3][CH:2]=[CH:13][CH2:14][CH2:15][CH2:16][CH2:17][CH2:18][CH2:19][CH2:20][C:21]([OH:22])=[O:23]. Procedure: The process of claim 1 wherein the hydrolysis is carried out at a pH of about 6.5 to about 7.5 and a mixture of9,16-dihydroxyhexadecanoic acid; 9,10-epoxy-18-hydroxyoctadecanoic acid; 9,10,18-trihydroxyoctadecanoic acid (phloionolic acid); 20-hydroxyeicasanoic acid; 22-hydroxydocosanoic acid; 18-hydroxyoctadec-9-enoic acid; docosandioic acid; and octadec-9-enedioic acid is obtained in a ratio of about 1.0-3.0:0-1.0:45.0-75.0:1.0-6.0:10.0-18.0:1.0-5.0:4.0-16.0:1.0-6.0. Reaction SMILES: [CH2:1]([CH3:2])[O:3][C:4](=[O:5])[CH:6]1[CH2:7][N:8]([C:20]([c:21]2[cH:22][cH:23][c:24]([F:27])[cH:25][cH:26]2)=[O:28])[CH2:9][CH2:10][c:11]2[c:12]1[nH:13][c:14]1[c:19]2[CH2:18][CH2:17][CH2:16][CH2:15]1.[Cl:29][O:30][C:31]([CH3:32])([CH3:33])[CH3:34].[Cl:36][CH2:37][Cl:38].[OH2:35]>>[CH2:1]([CH3:2])[O:3][C:4](=[O:5])[C:6]1=[CH:7][N:8]([C:20]([c:21]2[cH:22][cH:23][c:24]([F:27])[cH:25][cH:26]2)=[O:28])[CH2:9][CH2:10][c:11]2[c:12]1[nH:13][c:14]1[c:19]2[CH2:18][CH2:17][CH2:16][CH2:15]1. The reactants are CCOC(=O)C1CN(C(=O)c2ccc(F)cc2)CCc2c1[nH]c1c2CCCC1, CC(C)(C)OCl, ClCCl, O. Yields the product CCOC(=O)C1=CN(C(=O)c2ccc(F)cc2)CCc2c1[nH]c1c2CCCC1. Reactants: CC(=O)O[BH-](OC(C)=O)OC(C)=O, CCN(C(C)C)C(C)C, O=Cc1ccccc1, O=C(C1CNCCN1)N1CCN(c2ccc(Cl)c(Cl)c2)CC1, ClCCl, Cl, Cl, [Na+]. The product is O=C(C1CN(Cc2ccccc2)CCN1)N1CCN(c2ccc(Cl)c(Cl)c2)CC1. RXN SMILES: [C:42]([O:43][BH-:44]([O:45][C:46](=[O:47])[CH3:48])[O:49][C:50](=[O:51])[CH3:52])(=[O:53])[CH3:54].[CH:25]([N:26]([CH2:27][CH3:28])[CH:29]([CH3:30])[CH3:31])([CH3:32])[CH3:33].[CH:34](=[O:35])[c:36]1[cH:37][cH:38][cH:39][cH:40][cH:41]1.[Cl:3][c:4]1[cH:5][c:6]([N:11]2[CH2:12][CH2:13][N:14]([C:17](=[O:18])[CH:19]3[NH:20][CH2:21][CH2:22][NH:23][CH2:24]3)[CH2:15][CH2:16]2)[cH:7][cH:8][c:9]1[Cl:10].[Cl:56][CH2:57][Cl:58].[ClH:1].[ClH:2].[Na+:55]>>[Cl:3][c:4]1[cH:5][c:6]([N:11]2[CH2:12][CH2:13][N:14]([C:17](=[O:18])[CH:19]3[NH:20][CH2:21][CH2:22][N:23]([CH2:34][c:36]4[cH:37][cH:38][cH:39][cH:40][cH:41]4)[CH2:24]3)[CH2:15][CH2:16]2)[cH:7][cH:8][c:9]1[Cl:10].